Dataset: the Open Reaction Database (ORD), a public repository of structured organic reaction records. Task: describe an organic reaction: reactants, conditions, products, and yield Reactants: OCCCBr, CC1CCCC(C)N1, Cc1ccccc1C. Yields the product CC1CCCC(C)N1CCCO. As a reaction SMILES: [Br:9][CH2:10][CH2:11][CH2:12][OH:13].[CH3:1][CH:2]1[NH:3][CH:4]([CH3:8])[CH2:5][CH2:6][CH2:7]1.[c:14]1([CH3:15])[c:16]([CH3:17])[cH:18][cH:19][cH:20][cH:21]1>>[CH3:1][CH:2]1[N:3]([CH2:10][CH2:11][CH2:12][OH:13])[CH:4]([CH3:8])[CH2:5][CH2:6][CH2:7]1. The reactants are ClC1=NC(=C2NC=NC2=N1)Cl (2,6-dichloropurine), [N+](=O)([O-])C1=CC=C2CCNC2=C1 (6-nitroindoline). Run in C(CCC)O (butanol). Reaction conditions: time 3 day. Product: ClC1=NC=C2N=CN(C2=N1)N1CCC2=CC=C(C=C12)[N+](=O)[O-] (2-chloro-(6-nitro-2,3-dihydro-1H-indol-1-yl)-9H-purine). Yield: 90.6%. RXN SMILES: [Cl:1][C:2]1[N:10]=[C:9]2[C:5]([NH:6][CH:7]=[N:8]2)=[C:4](Cl)[N:3]=1.[N+:12]([C:15]1[CH:23]=[C:22]2[C:18]([CH2:19][CH2:20][NH:21]2)=[CH:17][CH:16]=1)([O-:14])=[O:13]>C(O)CCC>[Cl:1][C:2]1[N:10]=[C:9]2[C:5]([N:6]=[CH:7][N:8]2[N:21]2[C:22]3[C:18](=[CH:17][CH:16]=[C:15]([N+:12]([O-:14])=[O:13])[CH:23]=3)[CH2:19][CH2:20]2)=[CH:4][N:3]=1. Reported procedure: 378 mg of 2,6-dichloropurine, 7 ml of butanol and 328 mg of 6-nitroindoline are mixed and brought to a temperature of 90° C. for approximately 3 days. The mixture is allowed to return to ambient temperature. Partial drying, washing with ethyl ether and drying under vacuum at 50° C. are carried out, and 573 mg of expected product are obtained, in the form of beige crystals. Procedure: A solution of 260 mg (1.77 mmol) of 1-methyl-1H-pyrrolo[2,3-b]pyridine-4-amine, 566 mg (2.12 mmol) of 2-fluoro-1-iodo-4-nitrobenzene, 81 mg (0.09 mmol) of tris(dibenzylidene-acetone)dipalladium, 98 mg (0.18 mmol) of 1,1′-bis(diphenylphosphino)ferrocene and 238 mg (2.47 mmol) of sodium tert-butoxide in 8 ml of degassed toluene is stirred at 100° C. overnight. After cooling to RT, the reaction mixture is applied directly to a silica gel column and separated (mobile phase: cyclohexane/ethyl acetate... The reagents and catalysts are C=1C=CC(=CC1)/C=C/C(=O)/C=C/C2=CC=CC=C2.C=1C=CC(=CC1)/C=C/C(=O)/C=C/C2=CC=CC=C2.C=1C=CC(=CC1)/C=C/C(=O)/C=C/C2=CC=CC=C2.[Pd].[Pd] (tris(dibenzylidene-acetone)dipalladium), C1(=CC=CC=C1)P([C-]1C=CC=C1)C1=CC=CC=C1.[C-]1(C=CC=C1)P(C1=CC=CC=C1)C1=CC=CC=C1.[Fe+2] (1,1′-bis(diphenylphosphino)ferrocene). Starting materials: CN1C=CC2=C1N=CC=C2N (1-methyl-1H-pyrrolo[2,3-b]pyridine-4-amine), FC1=C(C=CC(=C1)[N+](=O)[O-])I (2-fluoro-1-iodo-4-nitrobenzene), CC(C)([O-])C.[Na+] (sodium tert-butoxide). As a reaction SMILES: [CH3:1][N:2]1[C:6]2[N:7]=[CH:8][CH:9]=[C:10]([NH2:11])[C:5]=2[CH:4]=[CH:3]1.[F:12][C:13]1[CH:18]=[C:17]([N+:19]([O-:21])=[O:20])[CH:16]=[CH:15][C:14]=1I.CC(C)([O-])C.[Na+]>C1(C)C=CC=CC=1.C1C=CC(/C=C/C(/C=C/C2C=CC=CC=2)=O)=CC=1.C1C=CC(/C=C/C(/C=C/C2C=CC=CC=2)=O)=CC=1.C1C=CC(/C=C/C(/C=C/C2C=CC=CC=2)=O)=CC=1.[Pd].[Pd].C1(P(C2C=CC=CC=2)[C-]2C=CC=C2)C=CC=CC=1.[C-]1(P(C2C=CC=CC=2)C2C=CC=CC=2)C=CC=C1.[Fe+2]>[F:12][C:13]1[CH:18]=[C:17]([N+:19]([O-:21])=[O:20])[CH:16]=[CH:15][C:14]=1[NH:11][C:10]1[C:5]2[CH:4]=[CH:3][N:2]([CH3:1])[C:6]=2[N:7]=[CH:8][CH:9]=1 |f:2.3,5.6.7.8.9,10.11.12|. Yields the product FC1=C(C=CC(=C1)[N+](=O)[O-])NC=1C2=C(N=CC1)N(C=C2)C (N-(2-Fluoro-4-nitrophenyl)-1-methyl-1H-pyrrolo[2,3-b]pyridine-4-amine). The solvent is C1(=CC=CC=C1)C (toluene).